Dataset: the Open Reaction Database (ORD), a public repository of structured organic reaction records. Task: describe an organic reaction: reactants, conditions, products, and yield The product is ClCCCN1CCN(CC1)C1=NC=CC=N1 (1-(3-chloropropyl)-4-(2-pyrimidinyl)piperazine). Starting materials: N1=C(N=CC=C1)N1CCNCC1 (1-(2-pyrimidinyl)piperazine), CC(=O)C (acetone), BrCCCCl (1-bromo-3-chloropropane), resultant mixture, [OH-].[Na+] (sodium hydroxide). Procedure details: A mixture of 1-(2-pyrimidinyl)piperazine (2 g; 12.2 mmol), acetone (2 ml), 1-bromo-3-chloropropane (2.5 g; 15.9 mmol) and a 25% aqueous sodium hydroxide solution (1.9 ml) was stirred at room temperature for 6 hours. After completion of the reaction, the resultant mixture was poured into water and extracted with ethyl acetate. The organic layer was washed with a saturated sodium chloride solution and dried over anhydrous magnesium sulfate. The solvent was removed under reduced pressure to give 1-... As a reaction SMILES: [N:1]1[CH:6]=[CH:5][CH:4]=[N:3][C:2]=1[N:7]1[CH2:12][CH2:11][NH:10][CH2:9][CH2:8]1.CC(C)=O.Br[CH2:18][CH2:19][CH2:20][Cl:21].[OH-].[Na+]>O>[Cl:21][CH2:20][CH2:19][CH2:18][N:10]1[CH2:11][CH2:12][N:7]([C:2]2[N:3]=[CH:4][CH:5]=[CH:6][N:1]=2)[CH2:8][CH2:9]1 |f:3.4|. Solvent: O (water). Reactants: BrC1=C(C=C(C=C1C)O)C (4-bromo-3,5-dimethylphenol), C(=O)([O-])[O-].[K+].[K+] (K2CO3), BrCC1COCC1 (3-(bromomethyl)tetrahydrofuran). Solvent: CN(C=O)C (N,N-dimethylformamide). Conditions: temperature 80 celsius, time 16 hour. Yields the product BrC1=C(C=C(OCC2COCC2)C=C1C)C (3-((4-Bromo-3,5-dimethylphenoxy)methyl)tetrahydrofuran). Reaction SMILES: [Br:1][C:2]1[C:7]([CH3:8])=[CH:6][C:5]([OH:9])=[CH:4][C:3]=1[CH3:10].C([O-])([O-])=O.[K+].[K+].Br[CH2:18][CH:19]1[CH2:23][CH2:22][O:21][CH2:20]1>CN(C)C=O>[Br:1][C:2]1[C:7]([CH3:8])=[CH:6][C:5]([O:9][CH2:18][CH:19]2[CH2:23][CH2:22][O:21][CH2:20]2)=[CH:4][C:3]=1[CH3:10] |f:1.2.3|. Reported procedure: To a solution of 4-bromo-3,5-dimethylphenol (1.5 g) and K2CO3 (3.2 g) in N,N-dimethylformamide (12 mL) is added 3-(bromomethyl)tetrahydrofuran (3.6 g). The mixture is stirred for 16 hours at 80° C. and then partitioned between water and ethyl acetate. The organic phase is washed with brine and dried (MgSO4). The solvent is evaporated and the residue is chromatographed on silica gel (cyclohexane/ethyl acetate 99:1→70:30) to give the title compound. Yield: 1.72 g; LC (method 1): tR=1.37 min; Mass ... The reactants are [Cl-].[Al+3].[Cl-].[Cl-] (aluminum chloride), C(C)(=O)Cl (acetyl chloride), Cl (HCl), C1=CC=CC=2OC3=C(C21)C=CC=C3 (dibenzofuran). The solvent is [N+](=O)([O-])CC (nitroethane). Conditions: time 15 minute. Product: C(C)(=O)C=1C=CC2=C(OC3=C2C=CC=C3)C1 (3-Acetyldibenzofuran). Reaction SMILES: [Cl-].[Al+3].[Cl-].[Cl-].[C:5](Cl)(=[O:7])[CH3:6].[CH:9]1[C:17]2[C:16]3[CH:18]=[CH:19][CH:20]=[CH:21][C:15]=3[O:14][C:13]=2[CH:12]=[CH:11][CH:10]=1.Cl>[N+](CC)([O-])=O>[C:5]([C:20]1[CH:19]=[CH:18][C:16]2[C:17]3[CH:9]=[CH:10][CH:11]=[CH:12][C:13]=3[O:14][C:15]=2[CH:21]=1)(=[O:7])[CH3:6] |f:0.1.2.3|. Procedure details: To a magnetically stirred solution of aluminum chloride (40 g, 300 mmole) in nitroethane (220 mL) under dry nitrogen was added acetyl chloride (9.5 g, 120 mmole) at 0°-5° C. The solution was stirred for 15 min, then dibenzofuran (16.8 g, 100 mmole) was added slowly and the reaction turned deep yellow-green. After 45 min at 0°, the yellow-green suspension was added to a mixture of ice and 3N HCl. The mixture was extracted with ether (2×300 mL) and extracts were dried (Na2SO4), filtered and concen... The reactants are CC1=NC(=CC=C1)C (2,6-dimethylpyridine), [Li]CCCC (n-BuLi), C(C)(C)(C)OC(=O)N1CC(C1)C(=O)C=1C=C2C(=C(C(=NC2=CC1)OC)CC1=CC=C(C=C1)C(F)(F)F)Cl (tert-butyl-3-(4-chloro-2-methoxy-3-(4-(trifluoromethyl)benzyl)quinoline-6-carbonyl)-azetidine-1-carboxylate), C(C)(C)(C)OC(=O)N1CC(C1)C(=O)C=1C=C2C(=C(C(=NC2=CC1)OC)CC1=CC=C(C=C1)C(F)(F)F)Cl (tert-butyl-3-(4-chloro-2-methoxy-3-(4-(trifluoromethyl)benzyl)quinoline-6-carbonyl)-azetidine-1-carboxylate). Run in C1CCOC1 (THF), C1CCOC1 (THF). Reaction conditions: temperature -78 celsius, time 3 minute. The product is C(C)(C)(C)OC(=O)N1CC(C1)C(O)(C=1C(=NC(=CC1)C)C)C=1C=C2C(=C(C(=NC2=CC1)OC)CC1=CC=C(C=C1)C(F)(F)F)Cl (tert-Butyl-3-((4-chloro-2-methoxy-3-(4-(trifluoromethyl)benzyl)quinolin-6-yl)(2,6-dimethylpyridin-3-yl)(hydroxy)methyl)azetidine-1-carboxylate). RXN SMILES: [CH3:1][C:2]1[CH:7]=[CH:6][CH:5]=[C:4]([CH3:8])[N:3]=1.[Li]CCCC.[C:14]([O:18][C:19]([N:21]1[CH2:24][CH:23]([C:25]([C:27]2[CH:28]=[C:29]3[C:34](=[CH:35][CH:36]=2)[N:33]=[C:32]([O:37][CH3:38])[C:31]([CH2:39][C:40]2[CH:45]=[CH:44][C:43]([C:46]([F:49])([F:48])[F:47])=[CH:42][CH:41]=2)=[C:30]3[Cl:50])=[O:26])[CH2:22]1)=[O:20])([CH3:17])([CH3:16])[CH3:15]>C1COCC1>[C:14]([O:18][C:19]([N:21]1[CH2:22][CH:23]([C:25]([C:27]2[CH:28]=[C:29]3[C:34](=[CH:35][CH:36]=2)[N:33]=[C:32]([O:37][CH3:38])[C:31]([CH2:39][C:40]2[CH:41]=[CH:42][C:43]([C:46]([F:49])([F:48])[F:47])=[CH:44][CH:45]=2)=[C:30]3[Cl:50])([C:7]2[C:2]([CH3:1])=[N:3][C:4]([CH3:8])=[CH:5][CH:6]=2)[OH:26])[CH2:24]1)=[O:20])([CH3:17])([CH3:15])[CH3:16]. Procedure details: A flask containing 2,6-dimethylpyridine (277 mg, 1.49 mmol) and THF (5 mL) was cooled to −78° C. and then n-BuLi (2.5 M in hexanes, 0.610 mL, 1.52 mmol) was added dropwise producing a homogeneous orange solution. After 3 minutes, tert-butyl 3-(4-chloro-2-methoxy-3-(4-(trifluoromethyl)benzyl)quinoline-6-carbonyl)azetidine-1-carboxylate (505 mg, 0.94 mmol, Intermediate 61: step b) in 3 mL THF was introduced. After 5 minutes, the −78° C. bath was replaced with an ice-water bath. After 30 minutes, t... Reported procedure: 4-[4-(4-Fluorophenyl)-4-hydroxypiperidin-1-yl]-1,3,5-triazin-2(1H)-one (100 mg, 0.34 mmol) synthesized in Reference Synthesis Example 14 and [5-(trifluoromethyl)thiophen-2-yl]methyl 4-methylbenzenesulfonate (558 mg, 0.67 mmol) synthesized in Reference Synthesis Example 51 were used to obtain the title compound (20 mg, yield 13%) by synthesis in a similar manner to Reference Synthesis Example 8. The yield is 12.9%. Yields the product FC1=CC=C(C=C1)C1(CCN(CC1)C1=NC(N(C=N1)CC=1SC(=CC1)C(F)(F)F)=O)O (4-[4-(4-Fluorophenyl)-4-hydroxypiperidin-1-yl]-1-{[5-(trifluoromethyl)thiophen-2-yl]methyl}-1,3,5-triazin-2(1H)-one). Reaction SMILES: [F:1][C:2]1[CH:7]=[CH:6][C:5]([C:8]2([OH:21])[CH2:13][CH2:12][N:11]([C:14]3[N:19]=[CH:18][NH:17][C:16](=[O:20])[N:15]=3)[CH2:10][CH2:9]2)=[CH:4][CH:3]=1.CC1C=CC(S(O[CH2:33][C:34]2[S:35][C:36]([C:39]([F:42])([F:41])[F:40])=[CH:37][CH:38]=2)(=O)=O)=CC=1>>[F:1][C:2]1[CH:7]=[CH:6][C:5]([C:8]2([OH:21])[CH2:13][CH2:12][N:11]([C:14]3[N:19]=[CH:18][N:17]([CH2:33][C:34]4[S:35][C:36]([C:39]([F:42])([F:41])[F:40])=[CH:37][CH:38]=4)[C:16](=[O:20])[N:15]=3)[CH2:10][CH2:9]2)=[CH:4][CH:3]=1. The reactants are FC1=CC=C(C=C1)C1(CCN(CC1)C1=NC(NC=N1)=O)O (4-[4-(4-Fluorophenyl)-4-hydroxypiperidin-1-yl]-1,3,5-triazin-2(1H)-one), CC1=CC=C(C=C1)S(=O)(=O)OCC=1SC(=CC1)C(F)(F)F ([5-(trifluoromethyl)thiophen-2-yl]methyl 4-methylbenzenesulfonate).